This data is from the Open Reaction Database (ORD), a public repository of structured organic reaction records. The task is: describe an organic reaction: reactants, conditions, products, and yield Starting materials: FC=1C=C(C=NC1OC)N (5-fluoro-6-methoxypyridin-3-amine), FC1=NC=CC=C1C1=NC(=NC(=N1)C)N(CC1=CC=C(C=C1)OC)CC1=CC=C(C=C1)OC (4-(2-fluoropyridin-3-yl)-N,N-bis(4-methoxybenzyl)-6-methyl-1,3,5-triazin-2-amine), [Li+].C[Si](C)(C)[N-][Si](C)(C)C (LiHMDS). Run in C1CCOC1 (THF). Reaction conditions: temperature 0 celsius, time 1.5 hour. The product is FC=1C=C(C=NC1OC)NC1=NC=CC=C1C1=NC(=NC(=N1)C)N(CC1=CC=C(C=C1)OC)CC1=CC=C(C=C1)OC (4-(2-(5-fluoro-6-methoxypyridin-3-ylamino)pyridin-3-yl)-N,N-bis(4-methoxybenzyl)-6-methyl-1,3,5-triazin-2-amine). Isolated yield 116.1%. As a reaction SMILES: [F:1][C:2]1[CH:3]=[C:4]([NH2:10])[CH:5]=[N:6][C:7]=1[O:8][CH3:9].F[C:12]1[C:17]([C:18]2[N:23]=[C:22]([CH3:24])[N:21]=[C:20]([N:25]([CH2:35][C:36]3[CH:41]=[CH:40][C:39]([O:42][CH3:43])=[CH:38][CH:37]=3)[CH2:26][C:27]3[CH:32]=[CH:31][C:30]([O:33][CH3:34])=[CH:29][CH:28]=3)[N:19]=2)=[CH:16][CH:15]=[CH:14][N:13]=1.[Li+].C[Si]([N-][Si](C)(C)C)(C)C>C1COCC1>[F:1][C:2]1[CH:3]=[C:4]([NH:10][C:12]2[C:17]([C:18]3[N:23]=[C:22]([CH3:24])[N:21]=[C:20]([N:25]([CH2:26][C:27]4[CH:28]=[CH:29][C:30]([O:33][CH3:34])=[CH:31][CH:32]=4)[CH2:35][C:36]4[CH:37]=[CH:38][C:39]([O:42][CH3:43])=[CH:40][CH:41]=4)[N:19]=3)=[CH:16][CH:15]=[CH:14][N:13]=2)[CH:5]=[N:6][C:7]=1[O:8][CH3:9] |f:2.3|. Procedure details: A solution of THF (3 mL) containing 5-fluoro-6-methoxypyridin-3-amine (87 mg, 0.613 mmol) (Anichem) and 4-(2-fluoropyridin-3-yl)-N,N-bis(4-methoxybenzyl)-6-methyl-1,3,5-triazin-2-amine (Example 52; 182 mg, 0.409 mmol) was cooled to 0° C. in an ice bath and treated dropwise with 1 M LiHMDS (1.226 mL, 1.226 mmol). The solution was stirred at this temperature for 1.5 h and quenched with a saturated solution of NH4Cl. The product was extracted with EtOAc (15 mL), dried over MgSO4, filtered and conce... Starting materials: CCOC(=O)CCCc1ccc(C)c([N+](=O)[O-])c1C, Cl, [K+], [OH-]. The product is Cc1ccc(CCCC(=O)O)c(C)c1[N+](=O)[O-]. As a reaction SMILES: [CH2:1]([CH3:2])[O:3][C:4]([CH2:5][CH2:6][CH2:7][c:8]1[c:9]([CH3:18])[c:10]([N+:15](=[O:16])[O-:17])[c:11]([CH3:14])[cH:12][cH:13]1)=[O:19].[ClH:20].[K+:22].[OH-:21]>>[O:3]=[C:4]([CH2:5][CH2:6][CH2:7][c:8]1[c:9]([CH3:18])[c:10]([N+:15](=[O:16])[O-:17])[c:11]([CH3:14])[cH:12][cH:13]1)[OH:19]. The product is COC=1C=C(C=CC1OC)C=1OC=C(N1)CC(=O)OCC (ethyl [2-(3,4-dimethoxyphenyl)oxazol-4-yl]acetate). As a reaction SMILES: Cl[CH:2]([C:8]([CH3:10])=O)[C:3]([O:5][CH2:6][CH3:7])=[O:4].[CH2:11]([O:13][C:14]1[CH:15]=[C:16]([CH:20]=[CH:21][C:22]=1[O:23][CH2:24]C)[C:17]([NH2:19])=[O:18])C>>[CH3:11][O:13][C:14]1[CH:15]=[C:16]([C:17]2[O:18][CH:10]=[C:8]([CH2:2][C:3]([O:5][CH2:6][CH3:7])=[O:4])[N:19]=2)[CH:20]=[CH:21][C:22]=1[O:23][CH3:24]. Reported procedure: Using ethyl 2-chloroacetoacetate and 16 g of 3,4-diethoxybenzamide and following the procedure of Reference Example 5, 3.8 g of ethyl [2-(3,4-dimethoxyphenyl)oxazol-4-yl]acetate was obtained. Reactants: ClC(C(=O)OCC)C(=O)C (ethyl 2-chloroacetoacetate), C(C)OC=1C=C(C(=O)N)C=CC1OCC (3,4-diethoxybenzamide).